Task: describe an organic reaction: reactants, conditions, products, and yield. Dataset: the Open Reaction Database (ORD), a public repository of structured organic reaction records Starting materials: [O-]CC.[Na+] (sodium ethoxide), ICC (iodoethane), COC1=CC=C(C=C1)P1(SP(S1)(C1=CC=C(C=C1)OC)=S)=S (2,4-bis(4-methoxyphenyl)-1,3,2,4-dithiadiphosphetane-2,4-disulfide), CC1=C(C(=CC=C1)C)NC(=O)C (2,6-dimethylacetanilide). The solvent is C(C)O (ethanol), C(C)O (ethanol), ClCCl (dichloromethane), C1(=CC=CC=C1)C (toluene). Yields the product C(C)SC(C)=NC1=C(C=CC=C1C)C (N-[1-(ethylsulfanyl)ethylidene]-2,6-dimethylaniline). As a reaction SMILES: [CH3:1][C:2]1[CH:7]=[CH:6][CH:5]=[C:4]([CH3:8])[C:3]=1[NH:9][C:10]([CH3:12])=O.COC1C=CC(P2(=S)SP(=S)(C3C=CC(OC)=CC=3)[S:22]2)=CC=1.[O-][CH2:36][CH3:37].[Na+].ICC>ClCCl.C(O)C.C1(C)C=CC=CC=1>[CH2:36]([S:22][C:10](=[N:9][C:3]1[C:2]([CH3:1])=[CH:7][CH:6]=[CH:5][C:4]=1[CH3:8])[CH3:12])[CH3:37] |f:2.3|. Procedure: First, 8.1 g of 2,6-dimethylacetanilide and 100 mL of toluene were put in a 200 mL three-neck flask, and stirred to be mixed. Then, 10 g of 2,4-bis(4-methoxyphenyl)-1,3,2,4-dithiadiphosphetane-2,4-disulfide (Lawesson's reagent) was added to this mixture, and heated and stirred at 120° C. for 2 hours to be reacted. The reaction solution was concentrated to give an oily substance. This oily substance was purified by silica gel column chromatography. As a developing solvent, hexane:ethyl acetate=5:...